From a dataset of the Open Reaction Database (ORD), a public repository of structured organic reaction records. describe an organic reaction: reactants, conditions, products, and yield The reactants are CN(CC(CCN1CCC(C(=O)c2nc3ccccc3n2Cc2nccn2Cc2ccccc2)CC1)c1ccccc1)C(=O)c1ccccc1, CO, O=C[O-], [NH4+]. The product is CN(CC(CCN1CCC(C(=O)c2nc3ccccc3n2Cc2ncc[nH]2)CC1)c1ccccc1)C(=O)c1ccccc1. Reaction SMILES: [CH3:1][N:2]([C:3]([c:4]1[cH:5][cH:6][cH:7][cH:8][cH:9]1)=[O:10])[CH2:11][CH:12]([CH2:13][CH2:14][N:15]1[CH2:16][CH2:17][CH:18]([C:21](=[O:22])[c:23]2[n:24][c:25]3[c:26]([n:27]2[CH2:28][c:29]2[n:30]([CH2:34][c:35]4[cH:36][cH:37][cH:38][cH:39][cH:40]4)[cH:31][cH:32][n:33]2)[cH:41][cH:42][cH:43][cH:44]3)[CH2:19][CH2:20]1)[c:45]1[cH:46][cH:47][cH:48][cH:49][cH:50]1.[CH3:55][OH:56].[CH:51]([O-:52])=[O:53].[NH4+:54]>>[CH3:1][N:2]([C:3]([c:4]1[cH:5][cH:6][cH:7][cH:8][cH:9]1)=[O:10])[CH2:11][CH:12]([CH2:13][CH2:14][N:15]1[CH2:16][CH2:17][CH:18]([C:21](=[O:22])[c:23]2[n:24][c:25]3[c:26]([n:27]2[CH2:28][c:29]2[n:30][cH:31][cH:32][nH:33]2)[cH:41][cH:42][cH:43][cH:44]3)[CH2:19][CH2:20]1)[c:45]1[cH:46][cH:47][cH:48][cH:49][cH:50]1. Reactants: O1C=C(C=C1)C=1NC2=CC=C(C=C2C1)OC (2-furan-3-yl-5-methoxyindole), [H-].[Na+] (sodium hydride), BrCC=1C(=C(C(=O)OC)C=CC1)F (methyl 3-bromomethyl-2-fluorobenzoate), [Cl-].[NH4+] (ammonium chloride). Run in CN(C=O)C (N,N-dimethylformamide), CN(C=O)C (N,N-dimethylformamide), ClCCl.CCCCCC (dichloromethane hexane). Reaction conditions: time 1 hour. Product: FC1=C(C(=O)OC)C=CC=C1CN1C(=CC2=CC(=CC=C12)OC)C1=COC=C1 (Methyl 2-fluoro-3-(2-furan-3-yl-5-methoxyindol-1-ylmethyl)benzoate). Isolated yield 20.2%. RXN SMILES: [O:1]1[CH:5]=[CH:4][C:3]([C:6]2[NH:7][C:8]3[C:13]([CH:14]=2)=[CH:12][C:11]([O:15][CH3:16])=[CH:10][CH:9]=3)=[CH:2]1.[H-].[Na+].Br[CH2:20][C:21]1[C:22]([F:31])=[C:23]([CH:28]=[CH:29][CH:30]=1)[C:24]([O:26][CH3:27])=[O:25].[Cl-].[NH4+]>CN(C)C=O.ClCCl.CCCCCC>[F:31][C:22]1[C:21]([CH2:20][N:7]2[C:8]3[C:13](=[CH:12][C:11]([O:15][CH3:16])=[CH:10][CH:9]=3)[CH:14]=[C:6]2[C:3]2[CH:4]=[CH:5][O:1][CH:2]=2)=[CH:30][CH:29]=[CH:28][C:23]=1[C:24]([O:26][CH3:27])=[O:25] |f:1.2,4.5,7.8|. Procedure: To a solution of 2-furan-3-yl-5-methoxyindole (200 mg) in N,N-dimethylformamide (4.7 mL) was added sodium hydride (dispersed in liquid paraffin, minimum 55%, 62 mg) under cooling with ice, and the mixture was stirred at room temperature for one hour. Then a solution of methyl 3-bromomethyl-2-fluorobenzoate (278 mg) in N,N-dimethylformamide (0.2 mL) was added, and the mixture was stirred at 80° C. for 15 hours. The reaction mixture was allowed to cool to ambient temperature. A saturated aqueous a... The reactants are COc1cc(I)c(NC(=O)OC(C)(C)C)cn1, ClCCl, O=C(O)C(F)(F)F. The product is COc1cc(I)c(N)cn1. RXN SMILES: [C:1]([O:2][C:3](=[O:4])[NH:7][c:8]1[cH:9][n:10][c:11]([O:15][CH3:16])[cH:12][c:13]1[I:14])([CH3:5])([CH3:6])[CH3:17].[Cl:18][CH2:19][Cl:20].[F:21][C:22]([F:23])([F:24])[C:25]([OH:26])=[O:27]>>[NH2:7][c:8]1[cH:9][n:10][c:11]([O:15][CH3:16])[cH:12][c:13]1[I:14]. The reactants are Br, CCc1ccc2c(c1)CCN2S(=O)(=O)c1ccccc1, [Na+], [OH-]. Yields the product CCc1ccc2c(c1)CCN2. Reaction SMILES: [BrH:23].[CH2:1]([CH3:2])[c:3]1[cH:4][c:5]2[c:9]([cH:10][cH:11]1)[N:8]([S:12]([c:13]1[cH:14][cH:15][cH:16][cH:17][cH:18]1)(=[O:19])=[O:20])[CH2:7][CH2:6]2.[Na+:22].[OH-:21]>>[CH2:1]([CH3:2])[c:3]1[cH:4][c:5]2[c:9]([cH:10][cH:11]1)[NH:8][CH2:7][CH2:6]2. As a reaction SMILES: [C:1]([O:5][CH2:6][C@H:7]([CH3:10])[CH2:8]Br)([CH3:4])([CH3:3])[CH3:2].BrOBr.[C-:14]#[N:15].[Na+].CO>O>[C:1]([O:5][CH2:6][C@H:7]([CH3:10])[CH2:8][C:14]#[N:15])([CH3:4])([CH3:3])[CH3:2] |f:0.1,2.3|. Product: C(C)(C)(C)OC[C@@H](CC#N)C ((R)-(+)-4-tert. butoxy-3-methylbutyronitrile). Isolated yield 64.6%. The reactants are C(C)(C)(C)OC[C@@H](CBr)C.BrOBr (bromo ether (S)-(+)-3-tert. butoxy-2-methyl-1-bromopropane), [C-]#N.[Na+] (sodium cyanide), CO (methanol). Run in O (water), O (water). Procedure: A mixture of 23.1 g. (0.11 mole) of bromo ether (S)-(+)-3-tert. butoxy-2-methyl-1-bromopropane and 11.07 g. (0.225 mole) of sodium cyanide in 144 ml. of methanol and 36 ml. of water was stirred and refluxed for 17 hours. After cooling, the reaction mixture was diluted with water and worked up by extraction with CH2Cl2 in the manner of Example 1. The crude product was chromatographed on 500 g. of silica gel. Elution with 9:1 parts by volume and 4:1 parts by volume hexane-ether followed by evapora... Starting materials: BrC1=NC(=NC=C1)SC (4-bromo-2-(methylthio)pyrimidine), FC1=NC=CC(=C1)B(O)O (2-fluoropyridin-4-ylboronic acid), C(=O)([O-])[O-].[Na+].[Na+] (Na2CO3). Reagents/catalysts: C1=CC=C(C=C1)P([C-]2C=CC=C2)C3=CC=CC=C3.C1=CC=C(C=C1)P([C-]2C=CC=C2)C3=CC=CC=C3.Cl[Pd]Cl.[Fe+2].C(Cl)Cl (Pd(dppf)Cl2 CH2Cl2). The solvent is O1CCOCC1.O (dioxane H2O). Conditions: temperature 85 celsius. Product: FC1=NC=CC(=C1)C1=NC(=NC=C1)SC (4-(2-fluoropyridin-4-yl)-2-(methylthio)pyrimidine). Isolated yield 90.5%. RXN SMILES: Br[C:2]1[CH:7]=[CH:6][N:5]=[C:4]([S:8][CH3:9])[N:3]=1.[F:10][C:11]1[CH:16]=[C:15](B(O)O)[CH:14]=[CH:13][N:12]=1.C([O-])([O-])=O.[Na+].[Na+]>O1CCOCC1.O.C1C=CC(P(C2C=CC=CC=2)[C-]2C=CC=C2)=CC=1.C1C=CC(P(C2C=CC=CC=2)[C-]2C=CC=C2)=CC=1.Cl[Pd]Cl.[Fe+2].C(Cl)Cl>[F:10][C:11]1[CH:16]=[C:15]([C:2]2[CH:7]=[CH:6][N:5]=[C:4]([S:8][CH3:9])[N:3]=2)[CH:14]=[CH:13][N:12]=1 |f:2.3.4,5.6,7.8.9.10.11|. Procedure: A suspension of 4-bromo-2-(methylthio)pyrimidine (7.00 g, 34.1 mmol), 2-fluoropyridin-4-ylboronic acid (5.05 g, 35.8 mmol), Na2CO3 (10.9 g, 102 mmol) and Pd(dppf)Cl2 CH2Cl2 (1.40 g, 1.71 mmol) in dioxane/H2O (100 mL; 1:1) was heated to 85° C. under an Ar balloon for 2 hours. The reaction mixture was cooled to room temperature and concentrated. The residue was diluted with ethyl acetate (200 mL) and water (100 mL). The layers were separated, and the aqueous layer was extracted with ethyl acetate ... Reactants: Fc1cc(F)ncn1, [H-], [H][H], Nc1ccc(O)cc1, [Na+], C1COCCO1. The product is Nc1ccc(Oc2cc(F)ncn2)cc1. As a reaction SMILES: [F:13][c:14]1[n:15][cH:16][n:17][c:18]([F:20])[cH:19]1.[H-:10].[H:11][H:12].[NH2:1][c:2]1[cH:3][cH:4][c:5]([OH:8])[cH:6][cH:7]1.[Na+:9].[O:21]1[CH2:22][CH2:23][O:24][CH2:25][CH2:26]1>>[NH2:1][c:2]1[cH:3][cH:4][c:5]([O:8][c:18]2[n:17][cH:16][n:15][c:14]([F:13])[cH:19]2)[cH:6][cH:7]1. Starting materials: [OH-].[K+] (KOH), Cl (HCl), C1(CCCC1)C(=O)C=1SC=CC1 (2-Thienyl cyclopentyl ketone), O.NN (Hydrazine hydrate). Solvent: C(COCCO)O (diethylene glycol), O (water). Yields the product C1(CCCC1)CC=1SC=CC1 (2-Cyclopentylmethythiophene). RXN SMILES: [CH:1]1([C:6]([C:8]2[S:9][CH:10]=[CH:11][CH:12]=2)=O)[CH2:5][CH2:4][CH2:3][CH2:2]1.[OH-].[K+].O.NN.Cl>C(O)COCCO.O>[CH:1]1([CH2:6][C:8]2[S:9][CH:10]=[CH:11][CH:12]=2)[CH2:2][CH2:3][CH2:4][CH2:5]1 |f:1.2,3.4|. Procedure: The material from step 33a above (12.28 g ) was dissolved in 100 mL of diethylene glycol. KOH (11.20 g, 200 mmol) was added and dissolved. Hydrazine hydrate (8.25 mL, 170 mmol) was added, and the reaction was heated to gentle reflux for 18 hours. After cooling, the reaction was diluted with water, neutralized with 66 mL of 3 N HCl and extracted with 3×100 mL of hexane. The extract was dried over MgSO4, filtered through a pad of silica gel and evaporated on a rotary evaporator to give 6.58 g of t... Starting materials: ClCCl (dichloromethane), BrC1=CC=CC2=CC3=CC=CC(=C3N=C12)Br (4,5-dibromoacridine), ClP(C1=CC=CC=C1)C1=CC=CC=C1 (chlorodiphenylphosphane), [Mg] (magnesium). Run in ClCCl.CCCCCC (dichloromethane hexane), O1CCCC1 (tetrahydrofuran), O1CCCC1 (tetrahydrofuran). Conditions: time 20 hour. Product: C1(=CC=CC=C1)P(C1=CC=CC2=CC3=CC=CC(=C3N=C12)P(C1=CC=CC=C1)C1=CC=CC=C1)C1=CC=CC=C1 (4,5-bis(diphenylphosphino)acridine). The yield is 13.1%. As a reaction SMILES: Br[C:2]1[C:15]2[C:6](=[CH:7][C:8]3[C:13]([N:14]=2)=[C:12](Br)[CH:11]=[CH:10][CH:9]=3)[CH:5]=[CH:4][CH:3]=1.Cl[P:18]([C:25]1[CH:30]=[CH:29][CH:28]=[CH:27][CH:26]=1)[C:19]1[CH:24]=[CH:23][CH:22]=[CH:21][CH:20]=1.[Mg].ClCCl>O1CCCC1.ClCCl.CCCCCC>[C:19]1([P:18]([C:25]2[CH:30]=[CH:29][CH:28]=[CH:27][CH:26]=2)[C:2]2[C:15]3[C:6](=[CH:7][C:8]4[C:13]([N:14]=3)=[C:12]([P:18]([C:25]3[CH:26]=[CH:27][CH:28]=[CH:29][CH:30]=3)[C:19]3[CH:24]=[CH:23][CH:22]=[CH:21][CH:20]=3)[CH:11]=[CH:10][CH:9]=4)[CH:5]=[CH:4][CH:3]=2)[CH:24]=[CH:23][CH:22]=[CH:21][CH:20]=1 |f:5.6|. Procedure details: A solution of 337 mg (1 mmol) of 4,5-dibromoacridine (XIX) and 440 mg (2 mmol) of chlorodiphenylphosphane (Ph2PCl) in 40 ml of tetrahydrofuran was added dropwise to a boiling suspension of 72 mg (3 mmol) of magnesium powder in 20 ml of tetrahydrofuran. The mixture was then stirred at room temperature for 20 h. Hydrolysis with water and diluted hydrochlorid acid, extraction with diethyl ether, drying the ether phase over sodium sulfate and distilling off the solvent gave a brown raw product, from...